Dataset: the Open Reaction Database (ORD), a public repository of structured organic reaction records. Task: describe an organic reaction: reactants, conditions, products, and yield Reactants: N[C@H]([C@H](O)C=1C=CC(=C(C1)NS(=O)(=O)C)O)C (N-(5-((1R,2S)-2-Amino-1-hydroxypropyl)-2-hydroxyphenyl)methanesulfonamide), COC=1C=C(C=O)C=C(C1OC)OC (3,4,5-trimethoxybenzaldehyde). The solvent is CO (methanol). Reaction conditions: time 1.5 hour. The product is OC1=C(C=C(C=C1)[C@H]([C@H](C)NCC1=CC(=C(C(=C1)OC)OC)OC)O)NS(=O)(=O)C (N-(2-Hydroxy-5-((1R,2S)-1-hydroxy-2-(3,4,5-trimethoxybenzylamino)propyl)phenyl)methane-sulfonamide). Isolated yield 35.4%. Reaction SMILES: [NH2:1][C@@H:2]([CH3:17])[C@@H:3]([C:5]1[CH:6]=[CH:7][C:8]([OH:16])=[C:9]([NH:11][S:12]([CH3:15])(=[O:14])=[O:13])[CH:10]=1)[OH:4].[CH3:18][O:19][C:20]1[CH:21]=[C:22]([CH:25]=[C:26]([O:30][CH3:31])[C:27]=1[O:28][CH3:29])[CH:23]=O>CO>[OH:16][C:8]1[CH:7]=[CH:6][C:5]([C@@H:3]([OH:4])[C@@H:2]([NH:1][CH2:23][C:22]2[CH:25]=[C:26]([O:30][CH3:31])[C:27]([O:28][CH3:29])=[C:20]([O:19][CH3:18])[CH:21]=2)[CH3:17])=[CH:10][C:9]=1[NH:11][S:12]([CH3:15])(=[O:14])=[O:13]. Procedure details: Borane-pyridine complex (135 μL, 1.28 mmol) was added to a methanol solution (4 mL) of an amine (3) (111 mg, 0.43 mmol) and 3,4,5-trimethoxybenzaldehyde (111 mg, 0.55 mmol) at 40° C. and the mixture was stirred for 1.5 hours. The reaction mixture was allowed to cool to room temperature and extracted after addition of water with a mixed solvent (ethyl acetate: methanol=10:1), and the organic layer was washed with saturated aqueous sodium chloride solution. The organic layer was dried and concentr... Reactants: C([O-])(O)=O.[K+] (Potassium bicarbonate), CC1=NC(=C(C(=N1)C)C=CC(C)=O)C (1-(2,4,6-Trimethylpyrimidin-5-yl)but-1-en-3-one), C(CC(=O)OCC)(=O)OCC.[Na] (sodium diethyl malonate), C(C)O (ethanol), [OH-].[K+] (potassium hydroxide), C(C)O (ethanol). Conditions: temperature 100 celsius. Product: OC1=C(C(CC(C1)C=1C(=NC(=NC1C)C)C)=O)C(CCC)=O (3-hydroxy-5-(2,4,6-trimethylpyrimidin-5-yl)-2-butyrylcyclohex-2-en-1-one). RXN SMILES: [CH3:1][C:2]1[N:7]=[C:6]([CH3:8])[C:5]([CH:9]=[CH:10][C:11](=[O:13])[CH3:12])=[C:4]([CH3:14])[N:3]=1.[C:15](OCC)(=O)[CH2:16][C:17]([O:19]CC)=O.[Na].[OH-].[K+].[C:29](=O)(O)[O-].[K+].[CH2:34]([OH:36])[CH3:35]>>[OH:36][C:34]1[CH2:35][CH:9]([C:5]2[C:6]([CH3:8])=[N:7][C:2]([CH3:1])=[N:3][C:4]=2[CH3:14])[CH2:10][C:11](=[O:13])[C:12]=1[C:17](=[O:19])[CH2:16][CH2:15][CH3:29] |f:1.2,3.4,5.6,^1:25|. Procedure details: and (iii) 1-(2,4,6-Trimethylpyrimidin-5-yl)but-1-en-3-one (1.5 g) and sodium diethyl malonate (2.5 equiv) were heated at reflux in absolute ethanol (40 ml) for 13 hr. A dilute aqueous potassium hydroxide solution (4 equiv) was added and the mixture was heated allowing the ethanol to distill off over 4 hr. The hot solution was made just acid by slow addition of a dilute hydrochloric acid solution. Potassium bicarbonate (2equiv) was added and the solvent was evaporated by reduced pressure distilla... The reactants are O=C([O-])O, O=C(Cl)OCc1ccccc1, NC(CCP(=O)(O)O)C(=O)O, [Na+], [Na+], [OH-], O. The product is O=C(NC(CCP(=O)(O)O)C(=O)O)OCc1ccccc1. RXN SMILES: [C:25](=[O:26])([O-:27])[OH:28].[Cl:14][C:15](=[O:16])[O:17][CH2:18][c:19]1[cH:20][cH:21][cH:22][cH:23][cH:24]1.[NH2:3][CH:4]([C:5](=[O:6])[OH:7])[CH2:8][CH2:9][P:10](=[O:11])([OH:12])[OH:13].[Na+:29].[Na+:2].[OH-:1].[OH2:30]>>[NH:3]([CH:4]([C:5](=[O:6])[OH:7])[CH2:8][CH2:9][P:10](=[O:11])([OH:12])[OH:13])[C:15](=[O:16])[O:17][CH2:18][c:19]1[cH:20][cH:21][cH:22][cH:23][cH:24]1. Run in ClCCCl (1,2-dichloroethane). As a reaction SMILES: [Cl:1][C:2]1[C:15]2[C:14](=[O:16])[C:13]3[C:8](=[CH:9][C:10]([O:17]C)=[CH:11][CH:12]=3)[O:7][C:6]=2[C:5]([N+:19]([O-:21])=[O:20])=[CH:4][CH:3]=1.[Cl-].[Al+3].[Cl-].[Cl-]>ClCCCl>[Cl:1][C:2]1[C:15]2[C:14](=[O:16])[C:13]3[C:8](=[CH:9][C:10]([OH:17])=[CH:11][CH:12]=3)[O:7][C:6]=2[C:5]([N+:19]([O-:21])=[O:20])=[CH:4][CH:3]=1 |f:1.2.3.4|. The reactants are ClC1=CC=C(C=2OC3=CC(=CC=C3C(C12)=O)OC)[N+](=O)[O-] (1-chloro-6-methoxy-4-nitro-9H-xanthen-9-one), [Cl-].[Al+3].[Cl-].[Cl-] (aluminum chloride). Yields the product ClC1=CC=C(C=2OC3=CC(=CC=C3C(C12)=O)O)[N+](=O)[O-] (1-Chloro-6-hydroxy-4-nitro-9H-xanthen-9-one). Procedure: A mixture of 20.0 g of 1-chloro-6-methoxy-4-nitro-9H-xanthen-9-one and 27.04 g of anhydrous powdered aluminum chloride was heated under reflux in 400 ml of 1,2-dichloroethane under an argon atmosphere for three hours. The liquid portion of the reaction mixture was decanted and evaporated to a dark residue. Both residues were combined and treated with 200 ml of concentrated hydrochloric acid for one hour. The solid was collected and washed with water and 2-propanol. The grey solid was dried in va... Reactants: NC1=CC=C2C(=N1)C(=CN2)C2CCN(CC2)C (5-amino-3-(1-methylpiperidin-4-yl)pyrrolo[3,2-b]pyridine), [OH-].[Na+] (sodium hydroxide), C(C1=CC=CC=C1)(=O)Cl (benzoyl chloride). Run in O1CCCC1 (tetrahydrofuran). Product: C(C1=CC=CC=C1)(=O)NC1=CC=C2C(=N1)C(=CN2)C2CCN(CC2)C (5-(N-[benzoyl]amino)-3-(1-methylpiperidin-4-yl)pyrrolo[3,2-b]pyridine). Yield: 66.1%. As a reaction SMILES: [NH2:1][C:2]1[N:7]=[C:6]2[C:8]([CH:11]3[CH2:16][CH2:15][N:14]([CH3:17])[CH2:13][CH2:12]3)=[CH:9][NH:10][C:5]2=[CH:4][CH:3]=1.[OH-].[Na+].[C:20](Cl)(=[O:27])[C:21]1[CH:26]=[CH:25][CH:24]=[CH:23][CH:22]=1>O1CCCC1>[C:20]([NH:1][C:2]1[N:7]=[C:6]2[C:8]([CH:11]3[CH2:16][CH2:15][N:14]([CH3:17])[CH2:13][CH2:12]3)=[CH:9][NH:10][C:5]2=[CH:4][CH:3]=1)(=[O:27])[C:21]1[CH:26]=[CH:25][CH:24]=[CH:23][CH:22]=1 |f:1.2|. Procedure: To a solution of 0.100 gm (0.43 mMol) 5-amino-3-(1-methylpiperidin-4-yl)pyrrolo[3,2-b]pyridine in 3 mL 50% aqueous tetrahydrofuran were added 0.43 mL (0.86 mMol) 2N sodium hydroxide followed by 0.065 mL (0.56 mMol) benzoyl chloride and the resulting mixture was stirred at room temperature. After about 4 hours the reaction mixture was partitioned between dichloromethane and 2N sodium hydroxide. The phases were separated and the aqueous phase extracted well with dichloromethane. The organic phases... The reactants are C1CCOC1, CI, CC(C)[N-]C(C)C, COC(=O)Cc1c(F)cc2ncccc2c1F, [Li+]. Product: COC(=O)C(C)c1c(F)cc2ncccc2c1F. As a reaction SMILES: [CH2:28]1[O:29][CH2:30][CH2:31][CH2:32]1.[CH3:26][I:27].[CH3:2][CH:3]([N-:4][CH:5]([CH3:6])[CH3:7])[CH3:8].[CH3:9][O:10][C:11]([CH2:12][c:13]1[c:14]([F:24])[c:15]2[cH:16][cH:17][cH:18][n:19][c:20]2[cH:21][c:22]1[F:23])=[O:25].[Li+:1]>>[CH3:2][CH:12]([C:11]([O:10][CH3:9])=[O:25])[c:13]1[c:14]([F:24])[c:15]2[cH:16][cH:17][cH:18][n:19][c:20]2[cH:21][c:22]1[F:23]. Starting materials: ClC1=NC=CC=C1C(O)C1=CC=CC=C1 (2-chloro-α-phenyl-3-pyridinemetanol), C(C)(=O)Cl (acetyl chloride), FC(C(=O)O)(F)F (trifluoroacetic acid). The solvent is O (water). Conditions: time 1 hour. Yields the product C(C)(=O)OC(C=1C(=NC=CC1)Cl)C1=CC=CC=C1 (2-chloro-α-phenyl-3-pyridinemethanol acetate). Reaction SMILES: [Cl:1][C:2]1[C:7]([CH:8]([C:10]2[CH:15]=[CH:14][CH:13]=[CH:12][CH:11]=2)[OH:9])=[CH:6][CH:5]=[CH:4][N:3]=1.[C:16](Cl)(=[O:18])[CH3:17].FC(F)(F)C(O)=O>O>[C:16]([O:9][CH:8]([C:10]1[CH:15]=[CH:14][CH:13]=[CH:12][CH:11]=1)[C:7]1[C:2]([Cl:1])=[N:3][CH:4]=[CH:5][CH:6]=1)(=[O:18])[CH3:17]. Procedure details: A mixture of 4.39 g 2-chloro-α-phenyl-3-pyridinemetanol (see Ex. 20), 3.14 g acetyl chloride and 8 ml trifluoroacetic acid is stirred for 1 hr. at room temperature. The reaction liquid is added dropwise to water, and the solid formed is filtered, washed, dried and crystallised from cyclohexane. Yield: 4.46 g title product, m.p. 100°-2° C.; Cl 13.82 (13.55). Reactants: COC1=C(C=CC(=C1)OC)/C=C/C1=NC(=CC(=N1)O)C ((E)-2-[2-(2,4-dimethoxy-phenyl)-vinyl]-6-methyl-pyrimidin-4-ol), O=P(Cl)(Cl)Cl (POCl3). The product is ClC1=NC(=NC(=C1)C)C=CC1=C(C=C(C=C1)OC)OC (4-chloro-2-[2-(2,4-dimethoxy-phenyl)-vinyl]-6-methyl-pyrimidine). Isolated yield 59.2%. RXN SMILES: [CH3:1][O:2][C:3]1[CH:8]=[C:7]([O:9][CH3:10])[CH:6]=[CH:5][C:4]=1/[CH:11]=[CH:12]/[C:13]1[N:18]=[C:17](O)[CH:16]=[C:15]([CH3:20])[N:14]=1.O=P(Cl)(Cl)[Cl:23]>>[Cl:23][C:17]1[CH:16]=[C:15]([CH3:20])[N:14]=[C:13]([CH:12]=[CH:11][C:4]2[CH:5]=[CH:6][C:7]([O:9][CH3:10])=[CH:8][C:3]=2[O:2][CH3:1])[N:18]=1. Reported procedure: In analogy to example 12c), by heating (E)-2-[2-(2,4-dimethoxy-phenyl)-vinyl]-6-methyl-pyrimidin-4-ol (0.33 g, 1.22 mmol) in POCl3 (2.24 ml, 24.5 mmol) at 130° C. for 4.5 h there was obtained 4-chloro-2-[2-(2,4-dimethoxy-phenyl)-vinyl]-6-methyl-pyrimidine (0.21 g, 60%) as a light yellow solid. EI mass spectrum, m/e: 290 (M calculated for C15H15ClN2O2: 290). Starting materials: ClC(CC1=CC(=C(C=C1)Cl)Cl)C(C)=O (2-chloro-1-(3,4-dichloro-phenyl)-butan-3-one), COC=1C=C(C=CC1N1C=NC(=C1)C)NC(=S)N ([3-methoxy-4-(4-methyl-imidazol-1-yl)-phenyl]-thiourea). Run in C(C)O (ethanol). Yields the product ClC=1C=C(CC2=C(N=C(S2)NC2=CC(=C(C=C2)N2C=NC(=C2)C)OC)C)C=CC1Cl ([5-(3,4-Dichloro-benzyl)-4-methyl-thiazol-2-yl]-[3-methoxy-4-(4-methyl-imidazol-1-yl)-phenyl]-amine). As a reaction SMILES: Cl[CH:2]([C:12](=O)[CH3:13])[CH2:3][C:4]1[CH:9]=[CH:8][C:7]([Cl:10])=[C:6]([Cl:11])[CH:5]=1.[CH3:15][O:16][C:17]1[CH:18]=[C:19]([NH:29][C:30]([NH2:32])=[S:31])[CH:20]=[CH:21][C:22]=1[N:23]1[CH:27]=[C:26]([CH3:28])[N:25]=[CH:24]1>C(O)C>[Cl:11][C:6]1[CH:5]=[C:4]([CH:9]=[CH:8][C:7]=1[Cl:10])[CH2:3][C:2]1[S:31][C:30]([NH:29][C:19]2[CH:20]=[CH:21][C:22]([N:23]3[CH:27]=[C:26]([CH3:28])[N:25]=[CH:24]3)=[C:17]([O:16][CH3:15])[CH:18]=2)=[N:32][C:12]=1[CH3:13]. Reported procedure: The title compound was prepared in analogy to example 1 step e) from crude 2-chloro-1-(3,4-dichloro-phenyl)-butan-3-one and 53 mg (0.2 mmol) [3-methoxy-4-(4-methyl-imidazol-1-yl)-phenyl]-thiourea in ethanol (1 ml). The crude product was purified on silica gel with methylene chloride/methanol 9/1 yielding 85 mg (93%) of the title compound as a brown solid. MS ISP (m/e): 4.59.3/461.2/460.3/462.2 (100/74/35/20) (M+H)+. 1H NMR (CDCl3, 300 MHz): δ (ppm)=7.63 (s, 1H), 7.37 (d, 1H), 7.27 (s, 1H), 7.21 ... Reactants: C(C)(C)(C)OC(=O)N(C1=NC(=NC(=C1)OC[C@@H]1[C@H](C1)C1=NC=C(C=C1)C)C)CC1=NN=C(S1)C(=O)OCC (ethyl 5-((tert-butoxycarbonyl(2-methyl-6-(((1S,2S)-2-(5-methylpyridin-2-yl)cyclopropyl)methoxy)pyrimidin-4-yl)amino)methyl)-1,3,4-thiadiazole-2-carboxylate). The solvent is C(=O)(C(F)(F)F)O (TFA). Product: CC1=NC(=CC(=N1)NCC1=NN=C(S1)C(=O)OC)OC[C@@H]1[C@H](C1)C1=NC=C(C=C1)C (Methyl 5-((2-methyl-6-(((1S,2S)-2-(5-methylpyridin-2-yl)cyclopropyl)methoxy)pyrimidin-4-ylamino)methyl)-1,3,4-thiadiazole-2-carboxylate). Isolated yield 45.3%. As a reaction SMILES: C(OC([N:8]([CH2:28][C:29]1[S:33][C:32]([C:34]([O:36][CH2:37]C)=[O:35])=[N:31][N:30]=1)[C:9]1[CH:14]=[C:13]([O:15][CH2:16][C@H:17]2[CH2:19][C@@H:18]2[C:20]2[CH:25]=[CH:24][C:23]([CH3:26])=[CH:22][N:21]=2)[N:12]=[C:11]([CH3:27])[N:10]=1)=O)(C)(C)C>C(O)(C(F)(F)F)=O>[CH3:27][C:11]1[N:10]=[C:9]([NH:8][CH2:28][C:29]2[S:33][C:32]([C:34]([O:36][CH3:37])=[O:35])=[N:31][N:30]=2)[CH:14]=[C:13]([O:15][CH2:16][C@H:17]2[CH2:19][C@@H:18]2[C:20]2[CH:25]=[CH:24][C:23]([CH3:26])=[CH:22][N:21]=2)[N:12]=1. Procedure: The solution of ethyl 5-((tert-butoxycarbonyl(2-methyl-6-(((1S,2S)-2-(5-methylpyridin-2-yl)cyclopropyl)methoxy)pyrimidin-4-yl)amino)methyl)-1,3,4-thiadiazole-2-carboxylate (S-7) (70 mg, 0.1294 mmol) in TFA (1 mL) was stirred at room temperature for 1 h. The solvent was removed under reduced pressure and the residue was purified by reverse phase column (Waters Sunfire Prep C18 OBD, 5-75% methanol in water with 0.1% NH3H2O modifier) to provide product as a white solid (25 mg, 21.4%). 1H NMR (400 M...